describe an organic reaction: reactants, conditions, products, and yield From a dataset of the Open Reaction Database (ORD), a public repository of structured organic reaction records. Starting materials: O1CCC(CC1)OC1=CC=C(C2=CC=CC=C12)N (4-(tetrahydro-pyran-4-yloxy)-naphthalen-1-ylamine), NC=1C(=C(C=C(C1)C(C)(C)C)NS(=O)(=O)C)OC (N-(3-amino-5-tert-butyl-2-methoxyphenyl)methanesulfonamide), C(C)(C)(C)C=1C=CC(=C(C1)NC(=O)NC1=CC=C(C2=CC=CC=C12)OC1=NC(=NC=C1)C#N)OC (1-(5-tert-butyl-2-methoxy-phenyl)-3-[4-(2-cyano-pyrimidin-4-yloxy)-naphthalen-1-yl]-urea). Yields the product C(C)(C)(C)C=1C=C(C(=C(C1)NS(=O)(=O)C)OC)NC(=O)NC1=CC=C(C2=CC=CC=C12)OC1CCOCC1 (N-(5-tert-butyl-2-methoxy-3-{3-[4-(tetrahydro-pyran-4-yloxy)-naphthalen-1-yl]-ureido}-phenyl)-methanesulfonamide). Reaction SMILES: [O:1]1[CH2:6][CH2:5][CH:4]([O:7][C:8]2[C:17]3[C:12](=[CH:13][CH:14]=[CH:15][CH:16]=3)[C:11]([NH2:18])=[CH:10][CH:9]=2)[CH2:3][CH2:2]1.[NH2:19][C:20]1[C:21]([O:35][CH3:36])=[C:22]([NH:30][S:31]([CH3:34])(=[O:33])=[O:32])[CH:23]=[C:24]([C:26]([CH3:29])([CH3:28])[CH3:27])[CH:25]=1.C(C1C=CC(OC)=C(N[C:48](NC2C3C(=CC=CC=3)C(OC3C=CN=C(C#N)N=3)=CC=2)=[O:49])C=1)(C)(C)C>>[C:26]([C:24]1[CH:25]=[C:20]([NH:19][C:48]([NH:18][C:11]2[C:12]3[C:17](=[CH:16][CH:15]=[CH:14][CH:13]=3)[C:8]([O:7][CH:4]3[CH2:5][CH2:6][O:1][CH2:2][CH2:3]3)=[CH:9][CH:10]=2)=[O:49])[C:21]([O:35][CH3:36])=[C:22]([NH:30][S:31]([CH3:34])(=[O:33])=[O:32])[CH:23]=1)([CH3:28])([CH3:29])[CH3:27]. Procedure: The title compound was prepared from the above amine and N-(3-amino-5-tert-butyl-2-methoxyphenyl)methanesulfonamide by the procedure described for 1-(5-tert-butyl-2-methoxy-phenyl)-3-[4-(2-cyano-pyrimidin-4-yloxy)-naphthalen-1-yl] -urea (Example 1).